describe an organic reaction: reactants, conditions, products, and yield From a dataset of the Open Reaction Database (ORD), a public repository of structured organic reaction records. Reactants: BrC1=C(C(=C(C(=C1O)Br)Br)Br)Br (pentabromphenol), C1(=CC=CC=C1)[O-] (phenolate), BrC1=C(C(=C(C(=C1OC(C1=C(C=CC=C1)CCl)=O)Br)Br)Br)Br (o-chloromethylbenzoic acid pentabromophenyl ester). Run in [OH-].[K+] (potassium hydroxide), COCCO (methyl glycol). Yields the product BrC1=C(C(=C(C(=C1OC(C1=C(C=CC=C1)COC1=C(C(=C(C(=C1Br)Br)Br)Br)Br)=O)Br)Br)Br)Br (o-(pentabromphenoxymethyl)-benzoic acid-(pentabromophenyl) ester). Reaction SMILES: [Br:1][C:2]1[C:7]([OH:8])=[C:6]([Br:9])[C:5]([Br:10])=[C:4]([Br:11])[C:3]=1[Br:12].C1([O-])C=CC=CC=1.[Br:20][C:21]1[C:26]([O:27][C:28](=[O:37])[C:29]2[CH:34]=[CH:33][CH:32]=[CH:31][C:30]=2[CH2:35]Cl)=[C:25]([Br:38])[C:24]([Br:39])=[C:23]([Br:40])[C:22]=1[Br:41]>[OH-].[K+].COCCO>[Br:20][C:21]1[C:26]([O:27][C:28](=[O:37])[C:29]2[CH:34]=[CH:33][CH:32]=[CH:31][C:30]=2[CH2:35][O:8][C:7]2[C:6]([Br:9])=[C:5]([Br:10])[C:4]([Br:11])=[C:3]([Br:12])[C:2]=2[Br:1])=[C:25]([Br:38])[C:24]([Br:39])=[C:23]([Br:40])[C:22]=1[Br:41] |f:3.4|. Procedure: In a two-liter flask, 5.6 of potassium hydroxide was dissolved at 75° C in 800 ml of methyl glycol; then 48.9 g (= 0.1 mole) of pentabromphenol was stirred in. To this phenolate solution, at 75° C, 64.15 g was added of the o-chloromethylbenzoic acid pentabromophenyl ester, prepared as in Example 9a, and the mixture was heated with stirring to ebullition. It was refluxed for an hour, then cooled, and the solids were isolated and worked up as described in the preceding examples.